From a dataset of the Open Reaction Database (ORD), a public repository of structured organic reaction records. describe an organic reaction: reactants, conditions, products, and yield Starting materials: Cc1ccccc1, Cl, Nc1ncc(Cl)c(CO)c1Cl, O=S(Cl)Cl. Product: Nc1ncc(Cl)c(CCl)c1Cl. As a reaction SMILES: [CH3:17][c:18]1[cH:19][cH:20][cH:21][cH:22][cH:23]1.[ClH:12].[NH2:1][c:2]1[n:3][cH:4][c:5]([Cl:11])[c:6]([CH2:9][OH:10])[c:7]1[Cl:8].[S:13]([Cl:14])([Cl:15])=[O:16]>>[NH2:1][c:2]1[n:3][cH:4][c:5]([Cl:11])[c:6]([CH2:9][Cl:12])[c:7]1[Cl:8].